This data is from the Open Reaction Database (ORD), a public repository of structured organic reaction records. The task is: describe an organic reaction: reactants, conditions, products, and yield Reactants: C(C)(C)(C)OC([C@H](C)NC(=O)C1=CN=C2N1[C@](C(N2C2=CC(=CC(=C2)Cl)Cl)=O)(C)CC2=CC=C(C=C2)C2=CC=C(C=C2)F)=O ((S)-2-{[(R)-7-(3,5-dichloro-phenyl)-5-(4′-fluoro-biphenyl-4-ylmethyl)-5-methyl-6-oxo-6,7-dihydro-5H-imidazo[1,2-a]imidazole-3-carbonyl]-amino}-propionic acid tert-butyl ester), C(=O)(C(F)(F)F)O (TFA). Run in O (water), C(Cl)Cl (CH2Cl2). Conditions: time 12 hour. Yields the product ClC=1C=C(C=C(C1)Cl)N1C([C@@](N2C1=NC=C2C(=O)N[C@H](C(=O)O)C)(C)CC2=CC=C(C=C2)C2=CC=C(C=C2)F)=O ((S)-2-{[(R)-7-(3,5-dichloro-phenyl)-5-(4′-fluoro-biphenyl-4-ylmethyl)-5-methyl-6-oxo-6,7-dihydro-5H-imidazo[1,2-a]imidazole-3-carbonyl]-amino}-propionic acid). Isolated yield 86.0%. RXN SMILES: C([O:5][C:6](=[O:44])[C@@H:7]([NH:9][C:10]([C:12]1[N:16]2[C@@:17]([CH2:30][C:31]3[CH:36]=[CH:35][C:34]([C:37]4[CH:42]=[CH:41][C:40]([F:43])=[CH:39][CH:38]=4)=[CH:33][CH:32]=3)([CH3:29])[C:18](=[O:28])[N:19]([C:20]3[CH:25]=[C:24]([Cl:26])[CH:23]=[C:22]([Cl:27])[CH:21]=3)[C:15]2=[N:14][CH:13]=1)=[O:11])[CH3:8])(C)(C)C.C(O)(C(F)(F)F)=O>C(Cl)Cl.O>[Cl:27][C:22]1[CH:21]=[C:20]([N:19]2[C:15]3=[N:14][CH:13]=[C:12]([C:10]([NH:9][C@@H:7]([CH3:8])[C:6]([OH:44])=[O:5])=[O:11])[N:16]3[C@@:17]([CH2:30][C:31]3[CH:36]=[CH:35][C:34]([C:37]4[CH:38]=[CH:39][C:40]([F:43])=[CH:41][CH:42]=4)=[CH:33][CH:32]=3)([CH3:29])[C:18]2=[O:28])[CH:25]=[C:24]([Cl:26])[CH:23]=1. Reported procedure: To a solution of (S)-2-{[(R)-7-(3,5-dichloro-phenyl)-5-(4′-fluoro-biphenyl-4-ylmethyl)-5-methyl-6-oxo-6,7-dihydro-5H-imidazo[1,2-a]imidazole-3-carbonyl]-amino}-propionic acid tert-butyl ester (0.15 g, 0.24 mmol) in CH2Cl2 (10 mL) was added TFA (4 mL) and the mixture stirred at room temperature for 12 h. The mixture was diluted with water (50 mL) and extracted with EtOAc (3×50 mL). The combined organic extracts were washed with water, brine and dried with MgSO4. The mixture was filtered and conce... Reactants: ClC=1C=NC=C(C1N1CCC(CC1)C(N)=S)Cl (1-(3,5-dichloropyridin-4-yl)piperidine-4-carbothioamide), ClCC=O (chloroacetaldehyde). The solvent is C(C)O (ethanol). Product: ClC=1C=NC=C(C1N1CCC(CC1)C=1SC=CN1)Cl (2-(1-(3,5-dichloropyridin-4-yl)piperidin-4-yl)thiazole). Yield: 161.1%. Reaction SMILES: [Cl:1][C:2]1[CH:3]=[N:4][CH:5]=[C:6]([Cl:17])[C:7]=1[N:8]1[CH2:13][CH2:12][CH:11]([C:14](=[S:16])[NH2:15])[CH2:10][CH2:9]1.Cl[CH2:19][CH:20]=O>C(O)C>[Cl:1][C:2]1[CH:3]=[N:4][CH:5]=[C:6]([Cl:17])[C:7]=1[N:8]1[CH2:13][CH2:12][CH:11]([C:14]2[S:16][CH:19]=[CH:20][N:15]=2)[CH2:10][CH2:9]1. Procedure details: To a solution of 1-(3,5-dichloropyridin-4-yl)piperidine-4-carbothioamide 24 (23 mg, 0.079 mmol) in ethanol (2 mL) was added chloroacetaldehyde (50% wt in H2O) (0.26 mL, 0.16 mmol) and the mixture was heated at reflux for 17 h. The mixture was concentrated and chloroform (10 mL) was added to the residue. The solution was washed with water (10 mL) and extracted with chloroform (10 mL). The combined organic extracts were washed with brine (10 mL), dried (MgSO4) and concentrated under reduced pressu... Reactants: C(C)O (ethanol), C(C)OC(C)(OCC)P(OCC)(=O)C(CCC)(F)F (ethyl 1,1-diethoxyethyl(1,1-difluorobutyl)phosphinate), C[Si](Cl)(C)C (trimethylchlorosilane). The solvent is O1CCCC1 (tetrahydrofuran). The product is C(C)OP(O)C(CCC)(F)F (1,1-difluorobutylphosphonous acid ethyl ester). Reaction SMILES: C(OC([P:9]([C:14]([F:19])([F:18])[CH2:15][CH2:16][CH3:17])(=[O:13])[O:10][CH2:11][CH3:12])(OCC)C)C.C(O)C.C[Si](C)(C)Cl>O1CCCC1>[CH2:11]([O:10][P:9]([C:14]([F:19])([F:18])[CH2:15][CH2:16][CH3:17])[OH:13])[CH3:12]. Procedure details: To 8.2 g (27.1 mMol) of ethyl 1,1-diethoxyethyl(1,1-difluorobutyl)phosphinate in 81 ml of dry tetrahydrofuran are added, with stirring at room temperature, 9 ml of ethanol and 5.1 ml (40.7 mMol) of trimethylchlorosilane. After 5 hours of stirring the reaction mixture is evaporated and the remaining oil is chromatographed on a silica gel column eluting with ether. The product-containing fractions are collected and the solvent is evaporated leaving 1,1-difluorobutylphosphonous acid ethyl ester as ...